This data is from the Open Reaction Database (ORD), a public repository of structured organic reaction records. The task is: describe an organic reaction: reactants, conditions, products, and yield The reactants are C([O-])(O)=O.[Na+] (sodium bicarbonate), N(=O)[O-].[Na+] (sodium nitrite), CC=1CC(N(N1)C=1C=C2C(CC(C2=CC1)(C)C)(C)C)=O (5-methyl-2-(1,1,3,3-tetramethyl-indan-5-yl)-2,4-dihydro-pyrazol-3-one), Br.NC=1C(=C(C=CC1)C1=CC(=CC=C1)C(=O)O)O (3′-amino-2′-hydroxy-biphenyl-3-carboxylic acid hydrobromide). Run in Cl (hydrochloric acid), C(C)O (ethanol). The product is OC1=C(C=CC=C1NN=C1C(=NN(C1=O)C=1C=C2C(CC(C2=CC1)(C)C)(C)C)C)C1=CC(=CC=C1)C(=O)O (2′-hydroxy-3′-{N′-[3-methyl-5-oxo-1-(1,1,3,3-tetramethyl-indan-5-yl)-1,5-dihydro-pyrazol-4-ylidene]-hydrazino}-biphenyl-3-carboxylic acid). Yield: 29.4%. As a reaction SMILES: Br.[NH2:2][C:3]1[C:4]([OH:18])=[C:5]([C:9]2[CH:14]=[CH:13][CH:12]=[C:11]([C:15]([OH:17])=[O:16])[CH:10]=2)[CH:6]=[CH:7][CH:8]=1.[N:19]([O-])=O.[Na+].[CH3:23][C:24]1[CH2:25][C:26](=[O:42])[N:27]([C:29]2[CH:30]=[C:31]3[C:35](=[CH:36][CH:37]=2)[C:34]([CH3:39])([CH3:38])[CH2:33][C:32]3([CH3:41])[CH3:40])[N:28]=1.C(=O)(O)[O-].[Na+]>Cl.C(O)C>[OH:18][C:4]1[C:3]([NH:2][N:19]=[C:25]2[C:26](=[O:42])[N:27]([C:29]3[CH:30]=[C:31]4[C:35](=[CH:36][CH:37]=3)[C:34]([CH3:39])([CH3:38])[CH2:33][C:32]4([CH3:41])[CH3:40])[N:28]=[C:24]2[CH3:23])=[CH:8][CH:7]=[CH:6][C:5]=1[C:9]1[CH:14]=[CH:13][CH:12]=[C:11]([C:15]([OH:17])=[O:16])[CH:10]=1 |f:0.1,2.3,5.6|. Reported procedure: 3′-Amino-2′-hydroxy-biphenyl-3-carboxylic acid hydrobromide 1f (172 mg, 0.56 mmol) was dissolved in 1.9 mL of 1 N hydrochloric acid upon cooling by an ice-water bath, followed by dropwise addition of 0.7 mL of aqueous sodium nitrite (42 mg, 0.61 mmol) and 5-methyl-2-(1,1,3,3-tetramethyl-indan-5-yl)-2,4-dihydro-pyrazol-3-one 19d (135 mg, 0.5 mmol). The mixture was adjusted to pH 8˜9 by batch addition of saturated sodium bicarbonate (700 mg, 8.33 mmol) followed by addition of 2 mL of ethanol. The ... The reactants are C1=NC=CC2=C1C(CC2)CC#N (6,7-dihydro-5H-cyclopenta[c]pyridin-7-ylacetonitrile), NOC1=C(C=C(C=C1)[N+](=O)[O-])[N+](=O)[O-] (1-(aminooxy)-2,4-dinitrobenzene), C(C#C)(=O)OCC (ethyl propiolate), C([O-])([O-])=O.[K+].[K+] (potassium carbonate). Run in C(C)#N (acetonitrile), O (water). Run at temperature 40 celsius, time 16 hour. Yields the product C(#N)CC1CCC2=C1C=1N(C=C2)N=CC1C(=O)OCC (ethyl 9-(cyanomethyl)-8,9-dihydro-7H-cyclopenta[c]pyrazolo[1,5-a]pyridine-1-carboxylate). The yield is 24.3%. RXN SMILES: [CH:1]1[C:6]2[CH:7]([CH2:10][C:11]#[N:12])[CH2:8][CH2:9][C:5]=2[CH:4]=[CH:3][N:2]=1.[NH2:13]OC1C=CC([N+]([O-])=O)=CC=1[N+]([O-])=O.[C:27]([O:31][CH2:32][CH3:33])(=[O:30])[C:28]#[CH:29].C(=O)([O-])[O-].[K+].[K+]>C(#N)C.O>[C:11]([CH2:10][CH:7]1[C:6]2[C:1]3[N:2]([N:13]=[CH:29][C:28]=3[C:27]([O:31][CH2:32][CH3:33])=[O:30])[CH:3]=[CH:4][C:5]=2[CH2:9][CH2:8]1)#[N:12] |f:3.4.5|. Procedure details: To a solution of 6,7-dihydro-5H-cyclopenta[c]pyridin-7-ylacetonitrile (1.77 g, 11.2 mmol) in acetonitrile (22 mL) was added 1-(aminooxy)-2,4-dinitrobenzene (5.00 g, 25.1 mmol), and the mixture was stirred at 40° C. for 16 hr. The solvent was evaporated under reduced pressure. Half of the residue was dissolved in dimethylformamide (22 mL), ethyl propiolate (681 μL, 6.72 mmol) and potassium carbonate (1.55 g, 11.2 mmol) were added, and the mixture was stirred at room temperature for 3 hr. The reac... Reactants: NC1=C(C(=NN1)NCC1=CC=CC=C1)C#N (5-amino-3-benzylamino-1H-pyrazole-4-carbonitrile), C(C)OC(N(C)C)OCC (N,N-dimethylformamide diethyl acetal). Solvent: C1(=CC=CC=C1)C (toluene). The product is C(C1=CC=CC=C1)NC1=NNC(=C1C#N)N=CN(C)C (N′-(3-benzylamino-4-cyano-1H-pyrazol-5-yl)-N,N-dimethyl-formamidine). RXN SMILES: [NH2:1][C:2]1[NH:6][N:5]=[C:4]([NH:7][CH2:8][C:9]2[CH:14]=[CH:13][CH:12]=[CH:11][CH:10]=2)[C:3]=1[C:15]#[N:16].C(O[CH:20](OCC)[N:21]([CH3:23])[CH3:22])C>C1(C)C=CC=CC=1>[CH2:8]([NH:7][C:4]1[C:3]([C:15]#[N:16])=[C:2]([N:1]=[CH:20][N:21]([CH3:23])[CH3:22])[NH:6][N:5]=1)[C:9]1[CH:14]=[CH:13][CH:12]=[CH:11][CH:10]=1. Procedure: Under a nitrogen atmosphere, a suspension of 74.3 g (348 mmol) of 5-amino-3-benzylamino-1H-pyrazole-4-carbonitrile in 1.0 liter of toluene is boiled under reflux for 2 hours with 70.1 ml (95%; 409 mmol) of N,N-dimethylformamide diethyl acetal. Cooling to RT, filtration with suction and washing with diethyl ether yield N′-(3-benzylamino-4-cyano-1H-pyrazol-5-yl)-N,N-dimethyl-formamidine; m.p. 197-200° C.; TLC: Rf=0.50 (ethyl acetate). Product: CS(=O)(=O)C1=CC=C2C=C(NC2=C1)C (6-methanesulfonyl-2-methyl-1H-indole). Reaction conditions: time 8 hour. Solvent: C(Cl)Cl (methylene chloride). Reported procedure: The above product of step 2 was dissolved in 100 mL methylene chloride and treated with 12 mL TFA. After stirring overnight, the volatiles were removed and the product crystallized from 10:1 methylene chloride/MeOH. In this way 8.0 g of 6-methanesulfonyl-2-methyl-1H-indole was obtained. The reactants are C(C)(C)(C)OC(=O)N1C(=CC2=CC=C(C=C12)S(=O)(=O)C)C (6-methanesulfonyl-2-methyl-indole-1-carboxylic acid tert-butyl ester), C(=O)(C(F)(F)F)O (TFA). RXN SMILES: C(OC([N:8]1[C:16]2[C:11](=[CH:12][CH:13]=[C:14]([S:17]([CH3:20])(=[O:19])=[O:18])[CH:15]=2)[CH:10]=[C:9]1[CH3:21])=O)(C)(C)C.C(O)(C(F)(F)F)=O>C(Cl)Cl>[CH3:20][S:17]([C:14]1[CH:15]=[C:16]2[C:11]([CH:10]=[C:9]([CH3:21])[NH:8]2)=[CH:12][CH:13]=1)(=[O:19])=[O:18]. Reactants: OC1=C(C=C(C#N)C=C1)I (4-hydroxy-3-iodobenzonitrile), C(CC#C)N1[C@@H](CCC1)C ((2R)-1-(3-butynyl)-2-methylpyrrolidine), C(C)#N (acetonitrile), C(C)(C)NC(C)C (diisopropyl amine). Reagents/catalysts: CC(=O)[O-].CC(=O)[O-].[Pd+2] (Pd(OAc)2), [Cu](I)I (copper iodide). Reaction conditions: temperature 25 celsius, time 10 minute. The product is C[C@H]1N(CCC1)CCC=1OC2=C(C1)C=C(C=C2)C#N (2-{2-[(2R)-2-methylpyrrolidin-1-yl]ethyl}-1-benzofuran-5-carbonitrile). The yield is 24.6%. Reaction SMILES: [OH:1][C:2]1[CH:9]=[CH:8][C:5]([C:6]#[N:7])=[CH:4][C:3]=1I.[CH2:11]([N:15]1[CH2:19][CH2:18][CH2:17][C@H:16]1[CH3:20])[CH2:12][C:13]#[CH:14].C(#N)C.C(NC(C)C)(C)C>CC([O-])=O.CC([O-])=O.[Pd+2].[Cu](I)I>[CH3:20][C@@H:16]1[CH2:17][CH2:18][CH2:19][N:15]1[CH2:11][CH2:12][C:13]1[O:1][C:2]2[CH:9]=[CH:8][C:5]([C:6]#[N:7])=[CH:4][C:3]=2[CH:14]=1 |f:4.5.6|. Procedure: The product from Example 87A (10.0 g, 40.81 mmol) was sequentially treated with 0.1M (2R)-1-(3-butynyl)-2-methylpyrrolidine in acetonitrile (490 mL, 48.9 mmol), Pd(OAc)2 (0.275 g, 1.22 mmol), Ptol3 (0.747 g, 2.44 mmol), and copper iodide (1.16 g, 6.122 mmol). After stirring at 25° C. for 10 min, diisopropyl amine (43.0 mL) was added and the reaction mixture was heated at 60° C. in an inert atmosphere for 16 h. The reaction mixture was cooled, filtered through celite, concentrated under reduced p... Reactants: [Cl-].[NH4+] (ammonium chloride), [BH4-].[Na+] (sodium borohydride), CC(C)([N+](=O)[O-])C1CC(CCC1)=O (3-(1-methyl-1-nitroethyl)cyclohexanone). The solvent is CO (methanol). Run at time 45 minute. The product is CC(C)([N+](=O)[O-])[C@H]1C[C@H](CCC1)O (cis-3-(1-methyl-1-nitroethyl)cyclohexanol), CC(C)([N+](=O)[O-])[C@@H]1C[C@H](CCC1)O (trans-3-(1-methyl-1-nitroethyl)cyclohexanol). The yield is 15.0%. RXN SMILES: [BH4-].[Na+].[CH3:3][C:4]([CH:9]1[CH2:14][CH2:13][CH2:12][C:11](=[O:15])[CH2:10]1)([N+:6]([O-:8])=[O:7])[CH3:5].[Cl-].[NH4+]>CO>[CH3:5][C:4]([C@@H:9]1[CH2:14][CH2:13][CH2:12][C@H:11]([OH:15])[CH2:10]1)([N+:6]([O-:8])=[O:7])[CH3:3].[CH3:5][C:4]([C@H:9]1[CH2:14][CH2:13][CH2:12][C@H:11]([OH:15])[CH2:10]1)([N+:6]([O-:8])=[O:7])[CH3:3] |f:0.1,3.4|. Procedure details: Under a nitrogen atmosphere, sodium borohydride (343 mg, 9.07 mmol) was added to a solution of 3-(1-methyl-1-nitroethyl)cyclohexanone (1.68 g, 9.07 mmol) known in literature in methanol (17 ml) at 0° C. After 45 minutes, a saturated aqueous ammonium chloride solution was added to the reaction solution and then the methanol was concentrated under reduced pressure. The resulting aqueous solution was diluted with water and extracted with chloroform, and the organic layer was dried over anhydrous ma... Starting materials: COCOC1=C(C=CC(=C1)C(F)(F)F)B(O)O (2-methoxymethoxy-4-trifluoromethylphenyl-boronic acid), ClC1=CC(=NC=N1)OC1=CC=C2C=CC=NC2=C1 (7-(6-chloro-pyrimidin-4-yloxy)-quinoline), C(=O)([O-])[O-].[K+].[K+] (K2CO3). The reagents and catalysts are C=1C=CC(=CC1)[P](C=2C=CC=CC2)(C=3C=CC=CC3)[Pd]([P](C=4C=CC=CC4)(C=5C=CC=CC5)C=6C=CC=CC6)([P](C=7C=CC=CC7)(C=8C=CC=CC8)C=9C=CC=CC9)[P](C=1C=CC=CC1)(C=1C=CC=CC1)C=1C=CC=CC1 (Pd(PPh3)4). Solvent: C1(=CC=CC=C1)C.CCO (toluene EtOH). Conditions: temperature 140 celsius. The product is COCOC1=C(C=CC(=C1)C(F)(F)F)C1=CC(=NC=N1)OC1=CC=C2C=CC=NC2=C1 (7-[6-(2-Methoxymethoxy-4-trifluoromethyl-phenyl)-pyrimidin-4-yloxy]-quinoline). Reaction SMILES: [CH3:1][O:2][CH2:3][O:4][C:5]1[CH:10]=[C:9]([C:11]([F:14])([F:13])[F:12])[CH:8]=[CH:7][C:6]=1B(O)O.Cl[C:19]1[N:24]=[CH:23][N:22]=[C:21]([O:25][C:26]2[CH:35]=[C:34]3[C:29]([CH:30]=[CH:31][CH:32]=[N:33]3)=[CH:28][CH:27]=2)[CH:20]=1.C([O-])([O-])=O.[K+].[K+]>C1(C)C=CC=CC=1.CCO.C1C=CC([P]([Pd]([P](C2C=CC=CC=2)(C2C=CC=CC=2)C2C=CC=CC=2)([P](C2C=CC=CC=2)(C2C=CC=CC=2)C2C=CC=CC=2)[P](C2C=CC=CC=2)(C2C=CC=CC=2)C2C=CC=CC=2)(C2C=CC=CC=2)C2C=CC=CC=2)=CC=1>[CH3:1][O:2][CH2:3][O:4][C:5]1[CH:10]=[C:9]([C:11]([F:14])([F:13])[F:12])[CH:8]=[CH:7][C:6]=1[C:19]1[N:24]=[CH:23][N:22]=[C:21]([O:25][C:26]2[CH:35]=[C:34]3[C:29]([CH:30]=[CH:31][CH:32]=[N:33]3)=[CH:28][CH:27]=2)[CH:20]=1 |f:2.3.4,5.6,^1:55,57,76,95|. Procedure details: To a suspension of 2-methoxymethoxy-4-trifluoromethylphenyl-boronic acid, (Example 135(b)), (220 mg, 0.87 mmol) and 7-(6-chloro-pyrimidin-4-yloxy)-quinoline, (Example 102(a)), (150 mg, 0.58 mmol) in toluene/EtOH (1:4, 3.8 mL) was added 2 M K2CO3 (1.2 mL, 2.3 mmol) and Pd(PPh3)4 (34 mg, 0.030 mmol, Strem). The reaction mixture was stirred and heated by microwave synthesizer at 140° C. for 10 min. The mixture was partitioned between CH2Cl2 and 1 N NaOH. The organic phase was separated, and the aqu...